This data is from the Open Reaction Database (ORD), a public repository of structured organic reaction records. The task is: describe an organic reaction: reactants, conditions, products, and yield As a reaction SMILES: [Cl:1][C:2]1[CH:3]=[C:4]([C:9]2[N:13]([C:14]3[CH:19]=[CH:18][N:17]=[C:16]([CH3:20])[CH:15]=3)[N:12]=[C:11]([C:21](O)=[O:22])[CH:10]=2)[CH:5]=[C:6]([F:8])[CH:7]=1.ClC1C=C(C2N(C3C=NC=CC=3)N=C(C(N3CCNC(=O)C3)=O)C=2)C=C(F)C=1.[S:52]1[CH2:56][CH2:55][NH:54][CH2:53]1>>[Cl:1][C:2]1[CH:3]=[C:4]([C:9]2[N:13]([C:14]3[CH:19]=[CH:18][N:17]=[C:16]([CH3:20])[CH:15]=3)[N:12]=[C:11]([C:21]([N:54]3[CH2:55][CH2:56][S:52][CH2:53]3)=[O:22])[CH:10]=2)[CH:5]=[C:6]([F:8])[CH:7]=1. Product: ClC=1C=C(C=C(C1)F)C1=CC(=NN1C1=CC(=NC=C1)C)C(=O)N1CSCC1 ([5-(3-Chloro-5-fluorophenyl)-1-(2-methylpyridin-4-yl)-1H-pyrazol-3-yl](1,3-thiazolidin-3-yl)methanone). Procedure details: 150 mg (0.45 mmol) of the compound of Example 30A is reacted analogously to the synthesis of the compound of Example 4 with 43 mg (0.48 mmol) of thiazolidine. 137 mg (74% of theory) of the title compound is obtained. Starting materials: ClC=1C=C(C=C(C1)F)C1=CC(=NN1C1=CC(=NC=C1)C)C(=O)O (5-(3-Chloro-5-fluorophenyl)-1-(2-methylpyridin-4-yl)-1H-pyrazole-3-carboxylic acid), ClC=1C=C(C=C(C1)F)C1=CC(=NN1C=1C=NC=CC1)C(=O)N1CC(NCC1)=O (4-{[5-(3-Chloro-5-fluorophenyl)-1-(pyridin-3-yl)-1H-pyrazol-3-yl]carbonyl}piperazin-2-one), S1CNCC1 (thiazolidine). Yields the product COC(=O)c1cc(Cl)ccc1NC(=O)CN(C)CC(=O)NC(c1ccccc1)c1ccccc1. Reactants: COC(=O)c1cc(Cl)ccc1NC(=O)CN(C)CC(=O)O, NC(c1ccccc1)c1ccccc1. Reaction SMILES: [Cl:1][c:2]1[cH:3][c:4]([C:18](=[O:19])[O:20][CH3:21])[c:5]([NH:8][C:9]([CH2:10][N:11]([CH2:12][C:13](=[O:14])[OH:15])[CH3:16])=[O:17])[cH:6][cH:7]1.[c:22]1([CH:28]([c:29]2[cH:30][cH:31][cH:32][cH:33][cH:34]2)[NH2:35])[cH:23][cH:24][cH:25][cH:26][cH:27]1>>[Cl:1][c:2]1[cH:3][c:4]([C:18](=[O:19])[O:20][CH3:21])[c:5]([NH:8][C:9]([CH2:10][N:11]([CH2:12][C:13](=[O:15])[NH:35][CH:28]([c:22]2[cH:23][cH:24][cH:25][cH:26][cH:27]2)[c:29]2[cH:30][cH:31][cH:32][cH:33][cH:34]2)[CH3:16])=[O:17])[cH:6][cH:7]1. The reactants are O=C([O-])[O-], COC(=O)c1cc(Br)cc(I)c1, [Cs+], [Cs+], O=C1CCCN1, C1COCCO1, O=C(C=Cc1ccccc1)C=Cc1ccccc1, O=C(C=Cc1ccccc1)C=Cc1ccccc1, O=C(C=Cc1ccccc1)C=Cc1ccccc1, [Pd], [Pd]. The product is COC(=O)c1cc(Br)cc(N2CCCC2=O)c1. As a reaction SMILES: [C:19](=[O:20])([O-:21])[O-:22].[CH3:1][O:2][C:3]([c:4]1[cH:5][c:6]([Br:11])[cH:7][c:8]([I:10])[cH:9]1)=[O:12].[Cs+:23].[Cs+:24].[NH:13]1[C:14](=[O:18])[CH2:15][CH2:16][CH2:17]1.[O:25]1[CH2:26][CH2:27][O:28][CH2:29][CH2:30]1.[O:33]=[C:34]([CH:35]=[CH:36][c:37]1[cH:38][cH:39][cH:40][cH:41][cH:42]1)[CH:43]=[CH:44][c:45]1[cH:46][cH:47][cH:48][cH:49][cH:50]1.[O:51]=[C:52]([CH:53]=[CH:54][c:55]1[cH:56][cH:57][cH:58][cH:59][cH:60]1)[CH:61]=[CH:62][c:63]1[cH:64][cH:65][cH:66][cH:67][cH:68]1.[O:69]=[C:70]([CH:71]=[CH:72][c:73]1[cH:74][cH:75][cH:76][cH:77][cH:78]1)[CH:79]=[CH:80][c:81]1[cH:82][cH:83][cH:84][cH:85][cH:86]1.[Pd:31].[Pd:32]>>[CH3:1][O:2][C:3]([c:4]1[cH:5][c:6]([Br:11])[cH:7][c:8]([N:13]2[C:14](=[O:18])[CH2:15][CH2:16][CH2:17]2)[cH:9]1)=[O:12].